The task is: describe an organic reaction: reactants, conditions, products, and yield. This data is from the Open Reaction Database (ORD), a public repository of structured organic reaction records. Reactants: [Al+3], COc1cc(Nc2nc3cc(C(=O)N(CC(C)C)CC(C)C)ccc3n2CCCN(C)CCc2ccccn2)cc(OC)c1OC, CCOC(C)=O, Cl, [H-], [H-], [H-], [H-], [Li+], C1CCOC1. Yields the product COc1cc(Nc2nc3cc(CN(CC(C)C)CC(C)C)ccc3n2CCCN(C)CCc2ccccn2)cc(OC)c1OC. As a reaction SMILES: [Al+3:2].[CH2:8]([CH:9]([CH3:10])[CH3:11])[N:12]([C:13](=[O:14])[c:15]1[cH:16][c:17]2[c:18]([n:19]([CH2:35][CH2:36][CH2:37][N:38]([CH2:39][CH2:40][c:41]3[n:42][cH:43][cH:44][cH:45][cH:46]3)[CH3:47])[c:20]([NH:22][c:23]3[cH:24][c:25]([O:33][CH3:34])[c:26]([O:31][CH3:32])[c:27]([O:29][CH3:30])[cH:28]3)[n:21]2)[cH:48][cH:49]1)[CH2:50][CH:51]([CH3:52])[CH3:53].[CH3:54][CH2:55][O:56][C:57](=[O:58])[CH3:59].[ClH:7].[H-:1].[H-:4].[H-:5].[H-:6].[Li+:3].[O:60]1[CH2:61][CH2:62][CH2:63][CH2:64]1>>[CH2:8]([CH:9]([CH3:10])[CH3:11])[N:12]([CH2:13][c:15]1[cH:16][c:17]2[c:18]([n:19]([CH2:35][CH2:36][CH2:37][N:38]([CH2:39][CH2:40][c:41]3[n:42][cH:43][cH:44][cH:45][cH:46]3)[CH3:47])[c:20]([NH:22][c:23]3[cH:24][c:25]([O:33][CH3:34])[c:26]([O:31][CH3:32])[c:27]([O:29][CH3:30])[cH:28]3)[n:21]2)[cH:48][cH:49]1)[CH2:50][CH:51]([CH3:52])[CH3:53].